The task is: describe an organic reaction: reactants, conditions, products, and yield. This data is from the Open Reaction Database (ORD), a public repository of structured organic reaction records. The reactants are O1C(CCCC1)O[C@H]1C[C@@H](CC2=CC[C@H]3[C@@H]4CC[C@H]([C@@H](CCC(C(C)(C)OC(C)OCC)(F)F)CI)[C@]4(CC[C@@H]3[C@@]12C)C)OC1OCCCC1 ([1α,3β]-1,3-bis[(tetrahydro-2H-pyran-2-yl)oxy]-25-(1-ethoxyethoxy)-24,24-difluoro-21-iodocholest-5-ene), C(CCC)[SnH](CCCC)CCCC (tri-n-butyltin hydride). The solvent is O1CCCC1 (tetrahydrofuran). Run at temperature 25 celsius, time 18 hour. Product: O1C(CCCC1)O[C@H]1C[C@@H](CC2=CC[C@H]3[C@@H]4CC[C@H]([C@@H](CCC(C(C)(C)OC(C)OCC)(F)F)C)[C@]4(CC[C@@H]3[C@@]12C)C)OC1OCCCC1 ([1α,3β]-1,3-bis[(tetrahydro-2H-pyran-2-yl)oxy]-25-(1-ethoxyethoxy)-24,24-difluorocholest-5-ene). Reaction SMILES: [O:1]1[CH2:6][CH2:5][CH2:4][CH2:3][CH:2]1[O:7][C@@H:8]1[C@@:41]2([CH3:42])[C:12](=[CH:13][CH2:14][C@@H:15]3[C@@H:40]2[CH2:39][CH2:38][C@@:37]2([CH3:43])[C@H:16]3[CH2:17][CH2:18][C@@H:19]2[C@H:20]([CH2:35]I)[CH2:21][CH2:22][C:23]([F:34])([F:33])[C:24]([O:27][CH:28]([O:30][CH2:31][CH3:32])[CH3:29])([CH3:26])[CH3:25])[CH2:11][C@@H:10]([O:44][CH:45]2[CH2:50][CH2:49][CH2:48][CH2:47][O:46]2)[CH2:9]1.C([SnH](CCCC)CCCC)CCC>O1CCCC1>[O:1]1[CH2:6][CH2:5][CH2:4][CH2:3][CH:2]1[O:7][C@@H:8]1[C@@:41]2([CH3:42])[C:12](=[CH:13][CH2:14][C@@H:15]3[C@@H:40]2[CH2:39][CH2:38][C@@:37]2([CH3:43])[C@H:16]3[CH2:17][CH2:18][C@@H:19]2[C@H:20]([CH3:35])[CH2:21][CH2:22][C:23]([F:33])([F:34])[C:24]([O:27][CH:28]([O:30][CH2:31][CH3:32])[CH3:29])([CH3:26])[CH3:25])[CH2:11][C@@H:10]([O:44][CH:45]2[CH2:50][CH2:49][CH2:48][CH2:47][O:46]2)[CH2:9]1. Procedure details: By an alternative procedure, a mixture of 0.205 g (0.00025 mol) of [1α,3β]-1,3-bis[(tetrahydro-2H-pyran-2-yl)oxy]-25-(1-ethoxyethoxy)-24,24-difluoro-21-iodocholest-5-ene, 0.987 g (0.00030 mol) of tri-n-butyltin hydride and 3 ml of tetrahydrofuran were stirred at 25° C. for 18 hr under an argon atmosphere. The mixture was evaporated to dryness and the residue was purified by chromatography on 0.06-0.20 mm silica gel to yield [1α,3β]-1,3-bis[(tetrahydro-2H-pyran-2-yl)oxy]-25-(1-ethoxyethoxy)-24,24... Starting materials: ClC1=C(C=C2C(C(=CN(C2=N1)C1CC1)C(=O)O)=O)F (7-chloro-1-cyclopropyl-6-fluoro-1,4-dihydro-4-oxo-1,8-naphthyridine- 3-carboxylic acid), 1.10, Cl.Cl.C12CCCC(NC1)CN2 (6,8-diazabicyclo[3.2.2]nonane, dihydrochloride), N12CCCCCC2=NCCC1 (1,8-diazabicyclo[5.4.0]undec-7-ene). The solvent is C(C)#N (acetonitrile). Yields the product C1(CC1)N1C=C(C(C2=CC(=C(N=C12)N1C2CCCC(C1)NC2)F)=O)C(=O)O (1-Cyclopropyl-7-(6,8-diazabicyclo[3.2.2]non-6-yl)-6-fluoro-1,4-dihydro-4-oxo-1,8-naphthyridine-3-carboxylic acid). RXN SMILES: Cl[C:2]1[N:11]=[C:10]2[C:5]([C:6](=[O:18])[C:7]([C:15]([OH:17])=[O:16])=[CH:8][N:9]2[CH:12]2[CH2:14][CH2:13]2)=[CH:4][C:3]=1[F:19].Cl.Cl.[CH:22]12[NH:30][CH2:29][CH:26]([NH:27][CH2:28]1)[CH2:25][CH2:24][CH2:23]2.N12CCCN=C1CCCCC2>C(#N)C>[CH:12]1([N:9]2[C:10]3[C:5](=[CH:4][C:3]([F:19])=[C:2]([N:27]4[CH2:28][CH:22]5[NH:30][CH2:29][CH:26]4[CH2:25][CH2:24][CH2:23]5)[N:11]=3)[C:6](=[O:18])[C:7]([C:15]([OH:17])=[O:16])=[CH:8]2)[CH2:14][CH2:13]1 |f:1.2.3|. Procedure details: A solution of 1.41 g (5.0 mmol) of 7-chloro-1-cyclopropyl-6-fluoro-1,4-dihydro-4-oxo-1,8-naphthyridine- 3-carboxylic acid, 1.10 (5.5 mmol) of 6,8-diazabicyclo[3.2.2]nonane, dihydrochloride, 2.26 ml (15 mmol) of 1,8-diazabicyclo[5.4.0]undec-7-ene, and 30 ml of acetonitrile was heated under reflux for 4 hr. After cooling to room temperature, the precipitated solid was collected to give 0.97 g of the title compound, mp 255°-258° dec. Reactants: COC(C(CC(=O)OCC1=CC=CC=C1)=O)OC (benzyl 4,4-dimethoxy-3-oxobutyrate), ClC=1C=C(C=O)C=CC1 (3-chlorobenzaldehyde), N1CCCCC1 (piperidine), N\C(=C/C(=O)OCCC#N)\C (2-cyanoethyl 3-aminocrotonate). Run in CC(C)O (2-propanol), C1=CC=CC=C1 (benzene), O (water), CC(C)O (2-propanol). Reaction conditions: temperature 120 celsius. The product is ClC=1C=C(C=CC1)C1C(=C(NC(=C1C(=O)OCCC#N)C)C(OC)OC)C(=O)OCC1=CC=CC=C1 (5-(2-cyanoethyl) 3-benzyl 4-(3-chlorophenyl)-2-dimethoxymethyl-6-methyl-1,4-dihydropyridine-3,5-dicarboxylate). Reaction SMILES: [CH3:1][O:2][CH:3]([O:17][CH3:18])[C:4](=O)[CH2:5][C:6]([O:8][CH2:9][C:10]1[CH:15]=[CH:14][CH:13]=[CH:12][CH:11]=1)=[O:7].[Cl:19][C:20]1[CH:21]=[C:22]([CH:25]=[CH:26][CH:27]=1)[CH:23]=O.N1CCCCC1.[NH2:34]/[C:35](/[CH3:44])=[CH:36]\[C:37]([O:39][CH2:40][CH2:41][C:42]#[N:43])=[O:38]>C1C=CC=CC=1.CC(O)C.O>[Cl:19][C:20]1[CH:21]=[C:22]([CH:23]2[C:36]([C:37]([O:39][CH2:40][CH2:41][C:42]#[N:43])=[O:38])=[C:35]([CH3:44])[NH:34][C:4]([CH:3]([O:17][CH3:18])[O:2][CH3:1])=[C:5]2[C:6]([O:8][CH2:9][C:10]2[CH:15]=[CH:14][CH:13]=[CH:12][CH:11]=2)=[O:7])[CH:25]=[CH:26][CH:27]=1. Reported procedure: 3.84 g (7.52 mmol) of benzyl 4,4-dimethoxy-3-oxobutyrate, 1.30 ml (11.5 mmol) of 3-chlorobenzaldehyde and 0.114 ml of piperidine were heated under reflux in 11.5 ml of benzene overnight while water was removed. The reaction solution was washed with water and then dried over anhydrous magnesium sulfate. The solvent was evaporated under reduced pressure. The residue thus obtained and 1.77 g (11.5 mmol) of 2-cyanoethyl 3-aminocrotonate were heated at 70° C. under stirring in 57.5 ml of 2-propanol o... Reactants: C(C)(C)(C)OC(N[C@@H](CC1=CC=C(C=C1)OC1=CC=C(C=C1)Cl)CN(O)C(C)=O)=O ({(S)-1-[(Acetyl-hydroxy-amino)-methyl]-2-[4-(4-chloro-phenoxy)-phenyl]-ethyl}-carbamic acid tert butyl ester), Cl (HCl). Run at time 2 hour. Product: Cl.N[C@H](CN(C(C)=O)O)CC1=CC=C(C=C1)OC1=CC=C(C=C1)Cl (N-{(S)-2-amino-3-[4-(4-chloro-phenoxy)-phenyl]-propyl}-N-hydroxy-acetamide HCl salt). Isolated yield 234.2%. RXN SMILES: C(OC(=O)[NH:7][C@H:8]([CH2:24][N:25]([C:27](=[O:29])[CH3:28])[OH:26])[CH2:9][C:10]1[CH:15]=[CH:14][C:13]([O:16][C:17]2[CH:22]=[CH:21][C:20]([Cl:23])=[CH:19][CH:18]=2)=[CH:12][CH:11]=1)(C)(C)C.Cl>>[ClH:23].[NH2:7][C@@H:8]([CH2:9][C:10]1[CH:15]=[CH:14][C:13]([O:16][C:17]2[CH:18]=[CH:19][C:20]([Cl:23])=[CH:21][CH:22]=2)=[CH:12][CH:11]=1)[CH2:24][N:25]([OH:26])[C:27](=[O:29])[CH3:28] |f:2.3|. Procedure: To a 40 ml vial was charged with {(S)-1-[(Acetyl-hydroxy-amino)-methyl]-2-[4-(4-chloro-phenoxy)-phenyl]-ethyl}-carbamic acid tert butyl ester (20 mg, 0.046 mmol, 1 eq.) followed by 4 N HCl (1 ml, 4 mmol, 86 eq.). The mixture was stirred at room temperature for 2 hr. The volatile material was removed under reduced pressure to give the desired product (20 mg, 100% yield) as white solid. 1H NMR (400 MHz, DMSO-d6) δ 2.02 (s, 3H), 2.83-2.87 (dd, J=6.4, 11.2 Hz, 1H), 3.17-3.20 (dd, J=4.8, 11.2 Hz, 1H)...